Dataset: the Open Reaction Database (ORD), a public repository of structured organic reaction records. Task: describe an organic reaction: reactants, conditions, products, and yield Reactants: [OH-].[Na+] (NaOH), [H-].[H-].[H-].[H-].[Li+].[Al+3] (LiAlH4), C1(=CC=CC=C1)C1CC(NCCN1)=O (hexahydro-7-phenyl-1,4-diazepin-5-one). Run in O (water), O (water), C1CCOC1 (THF), O (water). Run at time 8 hour. Product: C1(=CC=CC=C1)C1CCNCCN1 (7-phenyl-1,4-diazepane). Isolated yield 105.8%. Reaction SMILES: [H-].[H-].[H-].[H-].[Li+].[Al+3].[C:7]1([CH:13]2[NH:19][CH2:18][CH2:17][NH:16][C:15](=O)[CH2:14]2)[CH:12]=[CH:11][CH:10]=[CH:9][CH:8]=1.[OH-].[Na+]>C1COCC1.O>[C:7]1([CH:13]2[NH:19][CH2:18][CH2:17][NH:16][CH2:15][CH2:14]2)[CH:8]=[CH:9][CH:10]=[CH:11][CH:12]=1 |f:0.1.2.3.4.5,7.8|. Procedure details: 2.0 g LiAlH4 were suspended in THF under a nitrogen atmosphere, and then 5.0 g hexahydro-7-phenyl-1,4-diazepin-5-one were added thereto at 10° C. Then the mixture was stirred for 8 hours at room temperature. Under a nitrogen atmosphere, 5 ml water, 2.2 g NaOH, dissolved in 5 ml water, and again 3 ml water were then added dropwise in succession, and the mixture was stirred for 15 minutes at room temperature. Once the resulting salts had been filtered out, the filtrate was reduced to dryness under... Starting materials: [BH4-].[Na+] (sodium borohydride), C(C1=CC=C(C=C1)OC)=O (p-anisaldehyde), Cl.C(C1=CC=CC=C1)NC(C)C1(CCC1)C1=CC(=C(C=C1)Cl)Cl (N-benzyl-1-[1-(3,4-dichlorophenyl)cyclobutyl]ethylamine hydrochloride), free base, Cl (HCl), Cl (Hydrogen chloride). Run in C(C)O (ethanol), C(C)O (ethanol), O (Water). The product is Cl.COC1=CC=C(CNC(C)C2(CCC2)C2=CC(=C(C=C2)Cl)Cl)C=C1 (N-(4-methoxybenzyl)-1-[1-(3,4-dichlorophenyl)cyclobutyl]ethylamine hydrochloride). RXN SMILES: [CH:1](=O)[C:2]1[CH:7]=[CH:6][C:5]([O:8][CH3:9])=[CH:4][CH:3]=1.Cl.C([NH:19][CH:20]([C:22]1([C:26]2[CH:31]=[CH:30][C:29]([Cl:32])=[C:28]([Cl:33])[CH:27]=2)[CH2:25][CH2:24][CH2:23]1)[CH3:21])C1C=CC=CC=1.[BH4-].[Na+].Cl>C(O)C.O>[ClH:32].[CH3:9][O:8][C:5]1[CH:6]=[CH:7][C:2]([CH2:1][NH:19][CH:20]([C:22]2([C:26]3[CH:31]=[CH:30][C:29]([Cl:32])=[C:28]([Cl:33])[CH:27]=3)[CH2:23][CH2:24][CH2:25]2)[CH3:21])=[CH:3][CH:4]=1 |f:1.2,3.4,8.9|. Procedure details: A stirred mixture of p-anisaldehyde (0.62 ml) and 1-[1-(3,4-dichlorophenyl)cyclobutyl]ethylamine (see Example 1 of published British Patent Specification No. 2098602) in the form of its free base (1.22 g) was heated to 130°-135° for 30 minutes. After cooling the residue was dissolved in ethanol (10 ml) and the solution added to a solution of sodium borohydride (1.5 g) in ethanol (200 ml). The mixture was heated under reflux for one hour. Water (10 ml) and then excess 5N HCl were added and the et...